Task: describe an organic reaction: reactants, conditions, products, and yield. Dataset: the Open Reaction Database (ORD), a public repository of structured organic reaction records Starting materials: CCOCC, CC(CCOc1ccc(Cl)nc1)N(C)C, CCOC(C)=O, O, Cc1ccc(S(=O)(=O)O)cc1. The product is Cc1cc(OCCC(C)N(C)C)cnc1Cl, Cc1ccc(S(=O)(=O)O)cc1. Reaction SMILES: [CH2:28]([O:29][CH2:30][CH3:31])[CH3:32].[CH3:1][N:2]([CH:3]([CH2:4][CH2:5][O:6][c:7]1[cH:8][cH:9][c:10]([Cl:13])[n:11][cH:12]1)[CH3:14])[CH3:15].[CH3:33][CH2:34][O:35][C:36](=[O:37])[CH3:38].[OH2:16].[c:17]1([CH3:27])[cH:18][cH:19][c:20]([S:23](=[O:24])(=[O:25])[OH:26])[cH:21][cH:22]1>>[CH3:1][N:2]([CH:3]([CH2:4][CH2:5][O:6][c:7]1[cH:8][c:9]([CH3:28])[c:10]([Cl:13])[n:11][cH:12]1)[CH3:14])[CH3:15].[c:17]1([CH3:27])[cH:18][cH:19][c:20]([S:23](=[O:24])(=[O:25])[OH:26])[cH:21][cH:22]1. Reactants: CC(C)(C)OC(=O)N1CCN(c2nccc3ccc(O)cc23)CC1, O=C([O-])[O-], CCI, CC(C)=O, [K+], [K+]. Yields the product CCOc1ccc2ccnc(N3CCN(C(=O)OC(C)(C)C)CC3)c2c1. As a reaction SMILES: [C:1]([CH3:2])([CH3:3])([CH3:4])[O:5][C:6](=[O:7])[N:8]1[CH2:9][CH2:10][N:11]([c:14]2[n:15][cH:16][cH:17][c:18]3[cH:19][cH:20][c:21]([OH:24])[cH:22][c:23]23)[CH2:12][CH2:13]1.[C:25](=[O:26])([O-:27])[O-:28].[CH2:31]([CH3:32])[I:33].[CH3:34][C:35](=[O:36])[CH3:37].[K+:29].[K+:30]>>[C:1]([CH3:2])([CH3:3])([CH3:4])[O:5][C:6](=[O:7])[N:8]1[CH2:9][CH2:10][N:11]([c:14]2[n:15][cH:16][cH:17][c:18]3[cH:19][cH:20][c:21]([O:24][CH2:31][CH3:32])[cH:22][c:23]23)[CH2:12][CH2:13]1. Reactants: Fc1ccc(CBr)c(F)c1, [H-], [Na+], CN(C)C=O, CCOC(=O)c1cc2cc[nH]c2cn1. Yields the product CCOC(=O)c1cc2ccn(Cc3ccc(F)cc3F)c2cn1. As a reaction SMILES: [F:17][c:18]1[c:19]([CH2:20][Br:21])[cH:22][cH:23][c:24]([F:26])[cH:25]1.[H-:15].[Na+:16].[O:27]=[CH:28][N:29]([CH3:30])[CH3:31].[nH:1]1[cH:2][cH:3][c:4]2[c:5]1[cH:6][n:7][c:8]([C:10](=[O:11])[O:12][CH2:13][CH3:14])[cH:9]2>>[n:1]1([CH2:20][c:19]2[c:18]([F:17])[cH:25][c:24]([F:26])[cH:23][cH:22]2)[cH:2][cH:3][c:4]2[c:5]1[cH:6][n:7][c:8]([C:10](=[O:11])[O:12][CH2:13][CH3:14])[cH:9]2. The reactants are CC(C)Cn1c(CN(C(=O)[O-])C(C)(C)C)c(-c2cccs2)c2cc(OCC(N)=O)ccc2c1=O, CCOC(C)=O, Cl. The product is Cl, CC(C)Cn1c(CN)c(-c2cccs2)c2cc(OCC(N)=O)ccc2c1=O. RXN SMILES: [C:1]([N:5]([C:2](=[O:3])[O-:4])[CH2:9][c:10]1[n:11]([CH2:31][CH:32]([CH3:33])[CH3:34])[c:12](=[O:30])[c:13]2[cH:14][cH:15][c:16]([O:25][CH2:26][C:27](=[O:28])[NH2:29])[cH:17][c:18]2[c:19]1-[c:20]1[s:21][cH:22][cH:23][cH:24]1)([CH3:6])([CH3:7])[CH3:8].[CH3:36][CH2:37][O:38][C:39](=[O:40])[CH3:41].[ClH:35]>>[ClH:35].[NH2:5][CH2:9][c:10]1[n:11]([CH2:31][CH:32]([CH3:33])[CH3:34])[c:12](=[O:30])[c:13]2[cH:14][cH:15][c:16]([O:25][CH2:26][C:27](=[O:28])[NH2:29])[cH:17][c:18]2[c:19]1-[c:20]1[s:21][cH:22][cH:23][cH:24]1. Reactants: [H-].[Na+] (sodium hydride), [H-].[Na+] (sodium hydride), NC1=NC=C(C=C1NC(C1=C(C=CC=C1)SCC)=O)C(F)(F)F (N-(2-amino-5-trifluoromethylpyridine-3-yl)-2-ethylsulfanyl-benzamide), C(C)(C)(C)O (tert-butylalcohol), [H-].[Na+] (sodium hydride). The solvent is C1CCOC1 (THF). Conditions: temperature 80 celsius. Product: C(C)SC1=C(C=CC=C1)C1=NC=2C(=NC=C(C2)C(F)(F)F)N1 (2-(2-ethylsulfanylphenyl)-6-trifluoromethyl-3H-imidazo[4,5-b]pyridine). Isolated yield 69.7%. RXN SMILES: [NH2:1][C:2]1[C:7]([NH:8][C:9](=O)[C:10]2[CH:15]=[CH:14][CH:13]=[CH:12][C:11]=2[S:16][CH2:17][CH3:18])=[CH:6][C:5]([C:20]([F:23])([F:22])[F:21])=[CH:4][N:3]=1.C(O)(C)(C)C.[H-].[Na+]>C1COCC1>[CH2:17]([S:16][C:11]1[CH:12]=[CH:13][CH:14]=[CH:15][C:10]=1[C:9]1[NH:1][C:2]2=[N:3][CH:4]=[C:5]([C:20]([F:23])([F:22])[F:21])[CH:6]=[C:7]2[N:8]=1)[CH3:18] |f:2.3|. Procedure: A mixture of N-(2-amino-5-trifluoromethylpyridine-3-yl)-2-ethylsulfanyl-benzamide (200 mg), tert-butylalcohol (1 ml), and THF (9 ml) was stirred with heating at 80° C., then 60% of sodium hydride (in oil, 56 mg) was added thereto. The mixture was stirred with heating at 80° C. for 2 hours, and then 60% of sodium hydride (in oil, 56 mg) was added. The mixture was further stirred with heating at the same temperature for 2 hours, and then to the mixture, 60% of sodium hydride (in oil, 56 mg) was ad... The reactants are Br.COC1=CC=C(C=C1)N(C(=O)C=1C2=CC=CC=C2N=C2C=CC=CC12)S(=O)(=O)C1=CC=C(C=C1)CCCCC(=O)O (N-(4-Methoxyphenyl)-N-[4-(4-carboxybutyl)benzenesulfonyl]-acridine-9-carboxamide hydrobromide), C1(CCC(N1OC(=O)C1=CC=C(C=C1)N(C(=O)C=1C2=CC=CC=C2N=C2C=CC=CC12)S(=O)(=O)C1=CC=C(C=C1)C)=O)=O (N-(4-succinimidyloxycarbonylphenyl)-N-(4-toluenesulfonyl)acridine-9-carboxamide), FS(=O)(=O)OC (methyl fluorosulfonate). The solvent is ClCCCl (1,2-dichloroethane). Product: FS(=O)(=O)[O-].C1(CCC(N1OC(=O)C1=CC=C(C=C1)N(C(=O)C=1C2=CC=CC=C2[N+](=C2C=CC=CC12)C)S(=O)(=O)C1=CC=C(C=C1)C)=O)=O (N-(4-Succinimidyloxycarbonylphenyl)-N-(4-toluenesulfonyl)-10-methylacridinium-9-carboxamide fluorosulfonate). Reaction SMILES: [F:1][S:2]([O:5][CH3:6])(=[O:4])=[O:3].Br.COC1C=CC(N(S(C2C=CC(CCCCC(O)=O)=CC=2)(=O)=O)C(C2C3C(N=C4C=2C=CC=C4)=CC=CC=3)=O)=CC=1.[C:49]1(=[O:91])[N:53]([O:54][C:55]([C:57]2[CH:62]=[CH:61][C:60]([N:63]([S:80]([C:83]3[CH:88]=[CH:87][C:86]([CH3:89])=[CH:85][CH:84]=3)(=[O:82])=[O:81])[C:64]([C:66]3[C:67]4[C:72]([N:73]=[C:74]5[C:79]=3[CH:78]=[CH:77][CH:76]=[CH:75]5)=[CH:71][CH:70]=[CH:69][CH:68]=4)=[O:65])=[CH:59][CH:58]=2)=[O:56])[C:52](=[O:90])[CH2:51][CH2:50]1>ClCCCl>[F:1][S:2]([O-:5])(=[O:4])=[O:3].[C:52]1(=[O:90])[N:53]([O:54][C:55]([C:57]2[CH:62]=[CH:61][C:60]([N:63]([S:80]([C:83]3[CH:84]=[CH:85][C:86]([CH3:89])=[CH:87][CH:88]=3)(=[O:81])=[O:82])[C:64]([C:66]3[C:79]4[C:74]([N+:73]([CH3:6])=[C:72]5[C:67]=3[CH:68]=[CH:69][CH:70]=[CH:71]5)=[CH:75][CH:76]=[CH:77][CH:78]=4)=[O:65])=[CH:59][CH:58]=2)=[O:56])[C:49](=[O:91])[CH2:50][CH2:51]1 |f:1.2,5.6|. Reported procedure: 0.85 g (7.5 mmol) of methyl fluorosulfonate is added, while stirring at 25° C., to a solution of 0.59 9 (1 mmol) of N-(4-succinimidyloxycarbonylphenyl)-N-(4-toluenesulfonyl)acridine-9-carboxamide in 30 ml of 1,2-dichloroethane. The reaction product precipitates out within 4 hours. Filtration with suction and drying result in 0.43 g (60.8% of theory) of the desired product.